From a dataset of the Open Reaction Database (ORD), a public repository of structured organic reaction records. describe an organic reaction: reactants, conditions, products, and yield The reactants are Cc1nc2sccn2c(=O)c1-c1cccc(C(F)(F)F)c1, CC[O-], CCO, COc1cccc(C=O)c1OCC1CC1, [Na+]. Yields the product COc1cccc(C=Cc2nc3sccn3c(=O)c2-c2cccc(C(F)(F)F)c2)c1OCC1CC1. Reaction SMILES: [CH3:1][c:2]1[n:3][c:4]2[n:5]([c:6](=[O:18])[c:7]1-[c:8]1[cH:9][c:10]([C:14]([F:15])([F:16])[F:17])[cH:11][cH:12][cH:13]1)[cH:19][cH:20][s:21]2.[CH3:38][CH2:39][O-:40].[CH3:41][CH2:42][OH:43].[CH:22]1([CH2:25][O:26][c:27]2[c:28]([CH:29]=[O:30])[cH:31][cH:32][cH:33][c:34]2[O:35][CH3:36])[CH2:23][CH2:24]1.[Na+:37]>>[CH:1]([c:2]1[n:3][c:4]2[n:5]([c:6](=[O:18])[c:7]1-[c:8]1[cH:9][c:10]([C:14]([F:15])([F:16])[F:17])[cH:11][cH:12][cH:13]1)[cH:19][cH:20][s:21]2)=[CH:29][c:28]1[c:27]([O:26][CH2:25][CH:22]2[CH2:23][CH2:24]2)[c:34]([O:35][CH3:36])[cH:33][cH:32][cH:31]1.